This data is from the Open Reaction Database (ORD), a public repository of structured organic reaction records. The task is: describe an organic reaction: reactants, conditions, products, and yield Reactants: CC(O)C(C)(C)C(=O)N(C1CCC(C)(C)CC1)C1CCN(C(=O)OC(C)(C)C)C1, ClCCl. Yields the product CC(=O)C(C)(C)C(=O)N(C1CCC(C)(C)CC1)C1CCN(C(=O)OC(C)(C)C)C1. Reaction SMILES: [C:1](=[O:2])([O:3][C:4]([CH3:5])([CH3:6])[CH3:7])[N:8]1[CH2:9][CH:10]([N:13]([C:14]([C:15]([CH:16]([CH3:17])[OH:18])([CH3:19])[CH3:20])=[O:21])[CH:22]2[CH2:23][CH2:24][C:25]([CH3:28])([CH3:29])[CH2:26][CH2:27]2)[CH2:11][CH2:12]1.[Cl:30][CH2:31][Cl:32]>>[C:1](=[O:2])([O:3][C:4]([CH3:5])([CH3:6])[CH3:7])[N:8]1[CH2:9][CH:10]([N:13]([C:14]([C:15]([C:16]([CH3:17])=[O:18])([CH3:19])[CH3:20])=[O:21])[CH:22]2[CH2:23][CH2:24][C:25]([CH3:28])([CH3:29])[CH2:26][CH2:27]2)[CH2:11][CH2:12]1. Starting materials: CCCCOCCOc1ccc(-c2ccc3c(c2)C=C(C(=O)Nc2ccc(SCc4cnc5ccccn45)cc2)CCN3CC(C)C)cc1, ClCCl, [Na+], [Na+], O=C(OO)c1cccc(Cl)c1, O=S([O-])([O-])=S. Yields the product CCCCOCCOc1ccc(-c2ccc3c(c2)C=C(C(=O)Nc2ccc(S(=O)Cc4cnc5ccccn45)cc2)CCN3CC(C)C)cc1. As a reaction SMILES: [CH2:1]([CH2:2][CH2:3][CH3:4])[O:5][CH2:6][CH2:7][O:8][c:9]1[cH:10][cH:11][c:12](-[c:15]2[cH:16][cH:17][c:18]3[c:19]([cH:49]2)[CH:20]=[C:21]([C:29](=[O:30])[NH:31][c:32]2[cH:33][cH:34][c:35]([S:38][CH2:39][c:40]4[cH:41][n:42][c:43]5[n:44]4[cH:45][cH:46][cH:47][cH:48]5)[cH:36][cH:37]2)[CH2:22][CH2:23][N:24]3[CH2:25][CH:26]([CH3:27])[CH3:28])[cH:13][cH:14]1.[Cl:68][CH2:69][Cl:70].[Na+:66].[Na+:67].[OH:50][O:51][C:52]([c:53]1[cH:54][c:55]([Cl:56])[cH:57][cH:58][cH:59]1)=[O:60].[S:61]([O-:62])([O-:63])(=[O:64])=[S:65]>>[CH2:1]([CH2:2][CH2:3][CH3:4])[O:5][CH2:6][CH2:7][O:8][c:9]1[cH:10][cH:11][c:12](-[c:15]2[cH:16][cH:17][c:18]3[c:19]([cH:49]2)[CH:20]=[C:21]([C:29](=[O:30])[NH:31][c:32]2[cH:33][cH:34][c:35]([S:38]([CH2:39][c:40]4[cH:41][n:42][c:43]5[n:44]4[cH:45][cH:46][cH:47][cH:48]5)=[O:50])[cH:36][cH:37]2)[CH2:22][CH2:23][N:24]3[CH2:25][CH:26]([CH3:27])[CH3:28])[cH:13][cH:14]1. Starting materials: C(C)(C)(C)OC(=O)N1[C@@H](C[C@@H](C1)NC(=O)C1=NN(C2=CC=CC=C12)C(C)C)CC(=O)O (((2S,4S)-1-(tert-Butoxycarbonyl)-4-{[(1-isopropyl-1H-indazol-3-yl)carbonyl]amino}pyrrolidin-2-yl)acetic acid), CNC (dimethylamine). Yields the product CN(C(C[C@H]1N(C[C@H](C1)NC(=O)C1=NN(C2=CC=CC=C12)C(C)C)C(=O)OC(C)(C)C)=O)C (tert-Butyl (2S,4S)-2-[2-(dimethylamino)-2-oxoethyl]-4-{[(1-isopropyl-1H-indazol-3-yl)carbonyl]amino}pyrrolidine-1-carboxylate). RXN SMILES: [C:1]([O:5][C:6]([N:8]1[CH2:12][C@@H:11]([NH:13][C:14]([C:16]2[C:24]3[C:19](=[CH:20][CH:21]=[CH:22][CH:23]=3)[N:18]([CH:25]([CH3:27])[CH3:26])[N:17]=2)=[O:15])[CH2:10][C@H:9]1[CH2:28][C:29](O)=[O:30])=[O:7])([CH3:4])([CH3:3])[CH3:2].[CH3:32][NH:33][CH3:34]>>[CH3:32][N:33]([CH3:34])[C:29](=[O:30])[CH2:28][C@@H:9]1[CH2:10][C@H:11]([NH:13][C:14]([C:16]2[C:24]3[C:19](=[CH:20][CH:21]=[CH:22][CH:23]=3)[N:18]([CH:25]([CH3:27])[CH3:26])[N:17]=2)=[O:15])[CH2:12][N:8]1[C:6]([O:5][C:1]([CH3:4])([CH3:3])[CH3:2])=[O:7]. Procedure details: The title compound was prepared according to the procedure described in step 1 of Example 7 from ((2S,4S)-1-(tert-butoxycarbonyl)-4-{[(1-isopropyl-1H-indazol-3-yl)carbonyl]amino}pyrrolidin-2-yl)acetic acid (step 1 of Example 13) and dimethylamine. Starting materials: C(C)(C)(C)OC(=O)N(C[C@H](CC1CCCCC1)NC(=O)N1C[C@@H](CCC1)[C@@H](OCCCC(=O)OC)C1=CC(=CC=C1)Cl)C (methyl 4-((R)—((R)-1-((S)-1-(tert-butoxycarbonyl(methyl)amino)-3-cyclohexylpropan-2-ylcarbamoyl)piperidin-3-yl)(3-chlorophenyl)methoxy)butanoate), CN.C(C)O (CH3NH2 C2H5OH). Conditions: time 8 hour. Yields the product ClC=1C=C(C=CC1)[C@@H]([C@H]1CN(CCC1)C(=O)N[C@H](CN(C(OC(C)(C)C)=O)C)CC1CCCCC1)OCCCC(=O)NC (tert-butyl (S)-2-((R)-3-((R)-(3-chlorophenyl)(4-(methylamino)-4-oxobutoxy)methyl)piperidine-1-carboxamido)-3-cyclohexylpropyl(methyl)carbamate). Isolated yield 71.0%. RXN SMILES: [C:1]([O:5][C:6]([N:8]([CH3:43])[CH2:9][C@@H:10]([NH:18][C:19]([N:21]1[CH2:26][CH2:25][CH2:24][C@@H:23]([C@H:27]([C:36]2[CH:41]=[CH:40][CH:39]=[C:38]([Cl:42])[CH:37]=2)[O:28][CH2:29][CH2:30][CH2:31][C:32]([O:34]C)=O)[CH2:22]1)=[O:20])[CH2:11][CH:12]1[CH2:17][CH2:16][CH2:15][CH2:14][CH2:13]1)=[O:7])([CH3:4])([CH3:3])[CH3:2].[CH3:44][NH2:45].C(O)C>>[Cl:42][C:38]1[CH:37]=[C:36]([C@H:27]([O:28][CH2:29][CH2:30][CH2:31][C:32]([NH:45][CH3:44])=[O:34])[C@@H:23]2[CH2:24][CH2:25][CH2:26][N:21]([C:19]([NH:18][C@@H:10]([CH2:11][CH:12]3[CH2:13][CH2:14][CH2:15][CH2:16][CH2:17]3)[CH2:9][N:8]([CH3:43])[C:6](=[O:7])[O:5][C:1]([CH3:3])([CH3:2])[CH3:4])=[O:20])[CH2:22]2)[CH:41]=[CH:40][CH:39]=1 |f:1.2|. Procedure: methyl 4-((R)—((R)-1-((S)-1-(tert-butoxycarbonyl(methyl)amino)-3-cyclohexylpropan-2-ylcarbamoyl)piperidin-3-yl)(3-chlorophenyl)methoxy)butanoate (70 mg, 0.11 mmol) was dissolved in the CH3NH2/C2H5OH (20 mL), which was stirred at rt overnight. After the reaction was completed, the solvent was removed in vacuo. The product was purified via preparative TLC to afford tert-butyl (S)-2-((R)-3-((R)-(3-chlorophenyl)(4-(methylamino)-4-oxobutoxy)methyl)piperidine-1-carboxamido)-3-cyclohexylpropyl(methyl)c... Starting materials: [N+](=O)([O-])C=1C=CC(=NC1)C#CCCN1CCC(=CC1)C1=CC=CC=C1 (1,2,3,6-tetrahydro-1-[4-(5-nitro-2-pyridinyl)-3-butynyl]-4-phenylpyridine), reduced iron, Cl (hydrochloric acid). The solvent is C(C)O (ethanol), O (water). Run at time 30 minute. Product: C1(=CC=CC=C1)C=1CCN(CC1)CCC#CC1=CC=C(C=N1)N (6-[4-(3,6-Dihydro-4-phenyl-1(2H)-pyridinyl)-1-butynyl]-3-pyridinamine). RXN SMILES: [N+:1]([C:4]1[CH:5]=[CH:6][C:7]([C:10]#[C:11][CH2:12][CH2:13][N:14]2[CH2:19][CH:18]=[C:17]([C:20]3[CH:25]=[CH:24][CH:23]=[CH:22][CH:21]=3)[CH2:16][CH2:15]2)=[N:8][CH:9]=1)([O-])=O.Cl>C(O)C.O>[C:20]1([C:17]2[CH2:18][CH2:19][N:14]([CH2:13][CH2:12][C:11]#[C:10][C:7]3[N:8]=[CH:9][C:4]([NH2:1])=[CH:5][CH:6]=3)[CH2:15][CH:16]=2)[CH:21]=[CH:22][CH:23]=[CH:24][CH:25]=1. Procedure details: A solution of 1,2,3,6-tetrahydro-1-[4-(5-nitro-2-pyridinyl)-3-butynyl]-4-phenylpyridine (Example 9) (2.0 g, 0.006 mol), reduced iron (3.1 g), and 0.10 mL of concentrated hydrochloric acid in 30 mL of 95% ethanol and 10 mL of water is heated at 80° C. with vigorous stirring for 30 minutes. The hot solution is filtered through diatomaceous earth (Celite), and the filter cake is washed with 300 mL of hot ethanol. The solvent is removed under reduced pressure, and the residue is partitioned between ... Starting materials: CC(C)OC(=O)/N=N/C(=O)OC(C)C (DIAD), C1(=CC=CC=C1)C(CC=C)O (1-phenyl-3-buten-1-ol), C1=CC=C(C=C1)P(C2=CC=CC=C2)C3=CC=CC=C3 (PPh3), CNS(=O)(=O)C1=CC=CC=C1 (N-methylphenylsulfonamide). Solvent: C1CCOC1 (THF), CCOCC (Et2O), O (H2O). Run at time 20 hour. Yields the product CN(S(=O)(=O)C1=CC=CC=C1)C(CC=C)C1=CC=CC=C1 (N-Methyl-N-(1-phenylbut-3-enyl)benzenesulfonamide). Isolated yield 79.3%. RXN SMILES: CC(OC(/N=N/C(OC(C)C)=O)=O)C.[C:15]1([CH:21](O)[CH2:22][CH:23]=[CH2:24])[CH:20]=[CH:19][CH:18]=[CH:17][CH:16]=1.C1C=CC(P(C2C=CC=CC=2)C2C=CC=CC=2)=CC=1.[CH3:45][NH:46][S:47]([C:50]1[CH:55]=[CH:54][CH:53]=[CH:52][CH:51]=1)(=[O:49])=[O:48]>C1COCC1.CCOCC.O>[CH3:45][N:46]([CH:21]([C:15]1[CH:20]=[CH:19][CH:18]=[CH:17][CH:16]=1)[CH2:22][CH:23]=[CH2:24])[S:47]([C:50]1[CH:51]=[CH:52][CH:53]=[CH:54][CH:55]=1)(=[O:48])=[O:49]. Procedure details: DIAD (9.0 mL, 45.9 mmol) was added dropwise over 10 min to a stirred solution of 1-phenyl-3-buten-1-ol (4.0 g, 27.0 mmol), PPh3 (10.6 g, 40.5 mmol) and N-methylphenylsulfonamide (6.0 g, 35.0 mmol) in THF (200 mL) under N2 and the resulting mixture was stirred at RT for 20 h. H2O (200 mL) and Et2O (200 mL) were added and separated. The organics were washed with brine (150 mL) and concentrated under reduced pressure while loading on to MgSO4. The mixture was then purified by column chromatography ... Reactants: ClC1=C(C=C(C=C1C(CO)C)C#N)NC1=NN2C(C(=N1)N(CC1=CC=C(C=C1)OC)C1CC1)=NC=C2C#N (2-((2-chloro-5-cyano-3-(1-hydroxypropan-2-yl)phenyl)amino)-4-(cyclopropyl(4-methoxybenzyl)amino)imidazo[2,1-f][1,2,4]triazine-7-carbonitrile), CC(=O)OI1(C=2C=CC=CC2C(=O)O1)(OC(=O)C)OC(=O)C (Dess-Martin periodinane), CC(=O)OI1(C=2C=CC=CC2C(=O)O1)(OC(=O)C)OC(=O)C (Dess-Martin). Solvent: C(Cl)Cl (DCM). Conditions: temperature 0 celsius, time 1.5 hour. Product: ClC1=C(C=C(C=C1C(C=O)C)C#N)NC1=NN2C(C(=N1)N(CC1=CC=C(C=C1)OC)C1CC1)=NC=C2C#N (2-((2-chloro-5-cyano-3-(1-oxopropan-2-yl)phenyl)amino)-4-(cyclopropyl(4-methoxybenzyl)amino)imidazo[2,1-f][1,2,4]triazine-7-carbonitrile). Isolated yield 67.8%. RXN SMILES: [Cl:1][C:2]1[C:7]([CH:8]([CH3:11])[CH2:9][OH:10])=[CH:6][C:5]([C:12]#[N:13])=[CH:4][C:3]=1[NH:14][C:15]1[N:20]=[C:19]([N:21]([CH:31]2[CH2:33][CH2:32]2)[CH2:22][C:23]2[CH:28]=[CH:27][C:26]([O:29][CH3:30])=[CH:25][CH:24]=2)[C:18]2=[N:34][CH:35]=[C:36]([C:37]#[N:38])[N:17]2[N:16]=1.CC(OI1(OC(C)=O)(OC(C)=O)OC(=O)C2C=CC=CC1=2)=O>C(Cl)Cl>[Cl:1][C:2]1[C:7]([CH:8]([CH3:11])[CH:9]=[O:10])=[CH:6][C:5]([C:12]#[N:13])=[CH:4][C:3]=1[NH:14][C:15]1[N:20]=[C:19]([N:21]([CH:31]2[CH2:32][CH2:33]2)[CH2:22][C:23]2[CH:28]=[CH:27][C:26]([O:29][CH3:30])=[CH:25][CH:24]=2)[C:18]2=[N:34][CH:35]=[C:36]([C:37]#[N:38])[N:17]2[N:16]=1. Reported procedure: 2-((2-chloro-5-cyano-3-(1-hydroxypropan-2-yl)phenyl)amino)-4-(cyclopropyl(4-methoxybenzyl)amino)imidazo[2,1-f][1,2,4]triazine-7-carbonitrile (37 mg, 0.070 mmol) was taken up in DCM (1 mL) and the solution was cooled to 0° C. Dess-Martin periodinane (35.6 mg, 0.084 mmol) was added, and the reaction was stirred at 0° C. for 1.5 h. Some SM still remaining, so an additional 0.4 eq. (12 mg) of Dess-Martin was added, and the reaction was stirred for 30 min. The reaction was quenched with 2M K3PO4 and ...